From a dataset of the Open Reaction Database (ORD), a public repository of structured organic reaction records. describe an organic reaction: reactants, conditions, products, and yield Reactants: O=C(Nc1ncnc2c1ncn2C1CC(O)C(CO)O1)c1ccccc1, CC(COC(=O)Cl)c1cc(C(=O)c2ccccc2)ccc1[N+](=O)[O-], ClCCl, c1ccncc1. Yields the product CC(COC(=O)OCC1OC(n2cnc3c(NC(=O)c4ccccc4)ncnc32)CC1O)c1cc(C(=O)c2ccccc2)ccc1[N+](=O)[O-]. RXN SMILES: [C:1]([c:2]1[cH:3][cH:4][cH:5][cH:6][cH:7]1)(=[O:8])[NH:9][c:10]1[c:11]2[n:12][cH:13][n:14]([CH:15]3[CH2:16][CH:17]([OH:18])[CH:19]([CH2:20][OH:21])[O:22]3)[c:23]2[n:24][cH:25][n:26]1.[C:27]([c:28]1[cH:29][cH:30][cH:31][cH:32][cH:33]1)(=[O:34])[c:35]1[cH:36][cH:37][c:38]([N+:48](=[O:49])[O-:50])[c:39]([CH:41]([CH2:42][O:43][C:44](=[O:45])[Cl:46])[CH3:47])[cH:40]1.[Cl:51][CH2:52][Cl:53].[cH:54]1[cH:55][cH:56][n:57][cH:58][cH:59]1>>[C:1]([c:2]1[cH:3][cH:4][cH:5][cH:6][cH:7]1)(=[O:8])[NH:9][c:10]1[c:11]2[n:12][cH:13][n:14]([CH:15]3[CH2:16][CH:17]([OH:18])[CH:19]([CH2:20][O:21][C:44]([O:43][CH2:42][CH:41]([c:39]4[c:38]([N+:48](=[O:49])[O-:50])[cH:37][cH:36][c:35]([C:27]([c:28]5[cH:29][cH:30][cH:31][cH:32][cH:33]5)=[O:34])[cH:40]4)[CH3:47])=[O:45])[O:22]3)[c:23]2[n:24][cH:25][n:26]1.